From a dataset of the Open Reaction Database (ORD), a public repository of structured organic reaction records. describe an organic reaction: reactants, conditions, products, and yield Reactants: CCCCN1CCN2CCN(CCCC)P1N(CCCC)CC2, CC(C)(C)[O-], Fc1ccc(-n2ncnc2-c2cc3c(s2)-c2nc(Cl)ccc2OCC3)c(F)c1, CC(=O)[O-], CC(=O)[O-], NCCN1CCOCC1, C1COCCO1, [Pd+2]. Yields the product Fc1ccc(-n2ncnc2-c2cc3c(s2)-c2nc(NCCN4CCOCC4)ccc2OCC3)c(F)c1. As a reaction SMILES: [CH2:38]([N:39]1[CH2:40][CH2:41][N:42]2[CH2:43][CH2:44][N:45]([CH2:46][CH2:47][CH2:48][CH3:49])[P:50]1[N:51]([CH2:52][CH2:53][CH2:54][CH3:55])[CH2:56][CH2:57]2)[CH2:58][CH2:59][CH3:60].[CH3:61][C:62]([CH3:63])([O-:64])[CH3:65].[Cl:1][c:2]1[cH:3][cH:4][c:5]2[c:6]([n:28]1)-[c:7]1[s:8][c:9](-[c:15]3[n:16](-[c:20]4[c:21]([F:27])[cH:22][c:23]([F:26])[cH:24][cH:25]4)[n:17][cH:18][n:19]3)[cH:10][c:11]1[CH2:12][CH2:13][O:14]2.[O-:73][C:74]([CH3:75])=[O:76].[O-:77][C:78]([CH3:79])=[O:80].[O:29]1[CH2:30][CH2:31][N:32]([CH2:35][CH2:36][NH2:37])[CH2:33][CH2:34]1.[O:66]1[CH2:67][CH2:68][O:69][CH2:70][CH2:71]1.[Pd+2:72]>>[c:2]1([NH:37][CH2:36][CH2:35][N:32]2[CH2:31][CH2:30][O:29][CH2:34][CH2:33]2)[cH:3][cH:4][c:5]2[c:6]([n:28]1)-[c:7]1[s:8][c:9](-[c:15]3[n:16](-[c:20]4[c:21]([F:27])[cH:22][c:23]([F:26])[cH:24][cH:25]4)[n:17][cH:18][n:19]3)[cH:10][c:11]1[CH2:12][CH2:13][O:14]2.